This data is from the Open Reaction Database (ORD), a public repository of structured organic reaction records. The task is: describe an organic reaction: reactants, conditions, products, and yield Reactants: BrCCCCCCC1=CC=C(C=C1)CCCCCCBr (1,4-bis(6-bromohexyl)benzene), CN1CCCCC1 (N-methylpiperidine). Solvent: C(C)O (ethanol). Reaction conditions: time 3 day. Yields the product [Br-].[Br-].C[N+]1(CCCCC1)CCCCCCC1=CC=C(C=C1)CCCCCC[N+]1(CCCCC1)C (1,4-Bis[6-(1-methyl-1-piperidinio)hexyl]benzene dibromide). Yield: 59.9%. Reaction SMILES: [Br:1][CH2:2][CH2:3][CH2:4][CH2:5][CH2:6][CH2:7][C:8]1[CH:13]=[CH:12][C:11]([CH2:14][CH2:15][CH2:16][CH2:17][CH2:18][CH2:19]Br)=[CH:10][CH:9]=1.[CH3:21][N:22]1[CH2:27][CH2:26][CH2:25][CH2:24][CH2:23]1>C(O)C>[Br-:1].[Br-:1].[CH3:21][N+:22]1([CH2:2][CH2:3][CH2:4][CH2:5][CH2:6][CH2:7][C:8]2[CH:13]=[CH:12][C:11]([CH2:14][CH2:15][CH2:16][CH2:17][CH2:18][CH2:19][N+:22]3([CH3:21])[CH2:27][CH2:26][CH2:25][CH2:24][CH2:23]3)=[CH:10][CH:9]=2)[CH2:27][CH2:26][CH2:25][CH2:24][CH2:23]1 |f:3.4.5|. Procedure details: First, 0.28 g of 1,4-bis(6-bromohexyl)benzene and 0.5 g of N-methylpiperidine were dissolved in 4 ml of absolute ethanol, and the mixture was refluxed for 2 hours and evaporated under a reduced pressure to remove the solvent. After adding acetone and then ethanol, the whole was allowed to stand in a freezer for 3 days. The resulting crystal was collected by filtration, washed with acetone and dried under a reduced pressure to obtain 0.125 g of the title compound as a colorless crystal. Reactants: C(#N)[BH3-].[Na+] (sodium cyanoborohydride), CC1(CCC(C=2C=C(C=CC12)C#CC1=CC=C(C(=O)OCC)C=C1)=O)C (ethyl 4-[(5,6,7,8 -tetrahydro-8,8-dimethyl-5-oxonaphth-3-yl) ethynyl]benzoate), CC1(CCC(C=2C=C(C=CC12)C#CC1=CC=C(C(=O)OCC)C=C1)=O)C (ethyl 4-[(5,6,7,8 -tetrahydro-8,8-dimethyl-5-oxonaphth-3-yl) ethynyl]benzoate), C(C)(=O)[O-].[NH4+] (ammonium acetate). The solvent is CO (MeOH), O (water). Conditions: time 12 hour. Yields the product CC1(CCC(C=2C=C(C=CC12)C#CC1=CC=C(C(=O)OCC)C=C1)N)C (Ethyl 4-[(5,6,7,8-tetrahydro-8,8-dimethyl-5-aminonaphth-3-yl)ethynyl]benzoate). Reaction SMILES: [CH3:1][C:2]1([CH3:26])[C:11]2[CH:10]=[CH:9][C:8]([C:12]#[C:13][C:14]3[CH:24]=[CH:23][C:17]([C:18]([O:20][CH2:21][CH3:22])=[O:19])=[CH:16][CH:15]=3)=[CH:7][C:6]=2[C:5](=O)[CH2:4][CH2:3]1.C([O-])(=O)C.[NH4+].C([BH3-])#[N:33].[Na+]>CO.O>[CH3:1][C:2]1([CH3:26])[C:11]2[CH:10]=[CH:9][C:8]([C:12]#[C:13][C:14]3[CH:24]=[CH:23][C:17]([C:18]([O:20][CH2:21][CH3:22])=[O:19])=[CH:16][CH:15]=3)=[CH:7][C:6]=2[CH:5]([NH2:33])[CH2:4][CH2:3]1 |f:1.2,3.4|. Procedure details: To a solution of 100 mg (0.3 mmol) of ethyl 4-[(5,6,7,8-tetrahydro-8,8-dimethyl-5-oxonaphth-3-yl)ethynyl]benzoate (Compound 2 ) in 5 ml of MeOH was added 922 mg (12 mmol) of ammonium acetate and then 188 mg (3 mmol) of sodium cyanoborohydride. The reaction mixture was refluxed for 1 hour, stirred at ambient temperature for 12 hours and then diluted with water (10 ml) and extracted with Et20 (3×30 ml). The organic layer was washed with water (5 ml) and brine (5 ml), dried over MgSO4 and concentra... Yields the product [Si](C)(C)(C)CC([Si](C)(C)C)[Si](C)(C)C (Me3SiCH2CH(SiMe3)2). Reaction conditions: temperature 115 celsius, time 8 hour. The reactants are stainless steel, C1(=CC=CC=C1)C (toluene), ice water, Na, Cl (HCl), [Na] (sodium), [Si](C)(C)(C)Cl (Me3SiCl). Yield: 7.9%. The solvent is COCCOCCOC (diglyme), COCCOCCOC (diglyme), COCCOCCOC (diglyme), O (H2O). RXN SMILES: [C:1]1([CH3:7])C=CC=CC=1.[Na].[Si:9](Cl)([CH3:12])([CH3:11])[CH3:10].Cl>COCCOCCOC.O>[Si:9]([CH2:7][CH:1]([Si:9]([CH3:12])([CH3:11])[CH3:10])[Si:9]([CH3:12])([CH3:11])[CH3:10])([CH3:12])([CH3:11])[CH3:10] |^1:7|. Procedure details: In a 500 ml three-necked standard taper joint round-bottomed flask were combined 12.2 g (0.53 mol) of Na metal chunks and 201.8 g of anhydrous diglyme. Flask was fitted with an electric heating mantle, mechanical stirrer (stainless steel blade), addition funnel, Dewar condenser (containing toluene cooled by immersion coil through which ice water was circulated), thermometer, and valves to maintain an inert atmosphere (nitrogen). Heat was applied, melting the sodium, and addition of a mixture of ... The reactants are BrCc1ccccc1, [K+], [K+], O=C([O-])[O-], CN(C)C=O, CC(=O)c1ccc(O)c([N+](=O)[O-])c1. Yields the product CC(=O)c1ccc(OCc2ccccc2)c([N+](=O)[O-])c1. As a reaction SMILES: [Br:14][CH2:15][c:16]1[cH:17][cH:18][cH:19][cH:20][cH:21]1.[K+:22].[K+:23].[O-:24][C:25]([O-:26])=[O:27].[O:28]=[CH:29][N:30]([CH3:31])[CH3:32].[OH:1][c:2]1[c:3]([N+:11](=[O:12])[O-:13])[cH:4][c:5]([C:8]([CH3:9])=[O:10])[cH:6][cH:7]1>>[O:1]([c:2]1[c:3]([N+:11](=[O:12])[O-:13])[cH:4][c:5]([C:8]([CH3:9])=[O:10])[cH:6][cH:7]1)[CH2:15][c:16]1[cH:17][cH:18][cH:19][cH:20][cH:21]1. Starting materials: C(=S)(Cl)Cl (thiophosgene), NC1=C(C=C(C=2N=C(SC21)Cl)Cl)F (7-amino-2,4-dichloro-6-fluorobenzothiazole), C([O-])([O-])=O.[Ca+2] (calcium carbonate). The solvent is ClCCl (dichloromethane), ClCCl (dichloromethane), O (water). Reaction conditions: time 8 hour. The product is ClC=1SC2=C(N1)C(=CC(=C2N=C=S)F)Cl (2,4-Dichloro-6-fluoro-7-isothiocyanatobenzothiazole). As a reaction SMILES: C(=O)([O-])[O-].[Ca+2].[C:6](Cl)(Cl)=[S:7].[NH2:10][C:11]1[C:19]2[S:18][C:17]([Cl:20])=[N:16][C:15]=2[C:14]([Cl:21])=[CH:13][C:12]=1[F:22]>O.ClCCl>[Cl:20][C:17]1[S:18][C:19]2[C:11]([N:10]=[C:6]=[S:7])=[C:12]([F:22])[CH:13]=[C:14]([Cl:21])[C:15]=2[N:16]=1 |f:0.1|. Procedure details: A suspension of 16.9 g calcium carbonate in 100 ml water was added to a solution of 19.4 g thiophosgene in 100 ml dichloromethane. A solution of 40 g 7-amino-2,4-dichloro-6-fluorobenzothiazole in 500 ml dichloromethane was added, dropwise at 5° C., and the mixture stirred for 8 hours at room temperature. The solid was filtered, the phases were separated, and the organic phase dried over magnesium sulfate and concentrated. The residue was purified by column chromatography (eluent: hexane/ethyl ac...